This data is from the Open Reaction Database (ORD), a public repository of structured organic reaction records. The task is: describe an organic reaction: reactants, conditions, products, and yield Yields the product C(C1=CC=CC=C1)OC(N[C@H]1CCN(CCC1)C=1N(N=CC1NC(=O)C=1N=C(SC1NC(=O)OC(C)(C)C)C1=CC(=CC=C1)C(F)(F)F)C)=O ([(R)-1-(4-{[5-tert-butoxycarbonylamino-2-(3-trifluoromethyl-phenyl)-thiazole-4-carbonyl]-amino}-2-methyl-2H-pyrazol-3-yl)-perhydro-azepin-4-yl]-carbamic acid benzyl ester). Solvent: C(C)#N (ACN), O (water). Reaction SMILES: [CH2:1]([O:8][C:9](=[O:41])[NH:10][C@@H:11]1[CH2:17][CH2:16][CH2:15][N:14]([C:18]2[N:19]([CH3:40])[N:20]=[CH:21][C:22]=2[NH:23][C:24]([C:26]2[N:27]=[C:28](Br)[S:29][C:30]=2[NH:31][C:32]([O:34][C:35]([CH3:38])([CH3:37])[CH3:36])=[O:33])=[O:25])[CH2:13][CH2:12]1)[C:2]1[CH:7]=[CH:6][CH:5]=[CH:4][CH:3]=1.CC1(C)C(C)(C)OB([C:50]2[CH:55]=[CH:54][CH:53]=[C:52]([C:56]([F:59])([F:58])[F:57])[CH:51]=2)O1.C(=O)([O-])[O-].[Na+].[Na+].C([O-])(=O)C.[K+].ClCCl>Cl[Pd]Cl.C1(P(C2C=CC=CC=2)[C-]2C=CC=C2)C=CC=CC=1.[C-]1(P(C2C=CC=CC=2)C2C=CC=CC=2)C=CC=C1.[Fe+2].O.C(#N)C>[CH2:1]([O:8][C:9](=[O:41])[NH:10][C@@H:11]1[CH2:17][CH2:16][CH2:15][N:14]([C:18]2[N:19]([CH3:40])[N:20]=[CH:21][C:22]=2[NH:23][C:24]([C:26]2[N:27]=[C:28]([C:50]3[CH:55]=[CH:54][CH:53]=[C:52]([C:56]([F:59])([F:58])[F:57])[CH:51]=3)[S:29][C:30]=2[NH:31][C:32]([O:34][C:35]([CH3:38])([CH3:37])[CH3:36])=[O:33])=[O:25])[CH2:13][CH2:12]1)[C:2]1[CH:7]=[CH:6][CH:5]=[CH:4][CH:3]=1 |f:2.3.4,5.6,8.9.10.11|. Reactants: C(C1=CC=CC=C1)OC(N[C@H]1CCN(CCC1)C=1N(N=CC1NC(=O)C=1N=C(SC1NC(=O)OC(C)(C)C)Br)C)=O (((R)-1-{4-[(2-bromo-5-tert-butoxycarbonylamino-thiazole-4-carbonyl)-amino]-2-methyl-2H-pyrazol-3-yl}-perhydro-azepin-4-yl)-carbamic acid benzyl ester), ClCCl (dichloromethane), C(C)(=O)[O-].[K+] (potassium acetate), CC1(OB(OC1(C)C)C1=CC(=CC=C1)C(F)(F)F)C (4,4,5,5-tetramethyl-2-(3-trifluoromethyl-phenyl)-1,3,2-dioxaborolane), C([O-])([O-])=O.[Na+].[Na+] (sodium carbonate). Procedure details: In a microwave vial was placed ((R)-1-{4-[(2-bromo-5-tert-butoxycarbonylamino-thiazole-4-carbonyl)-amino]-2-methyl-2H-pyrazol-3-yl}-perhydro-azepin-4-yl)-carbamic acid benzyl ester (100.0 mg, 0.154 mmol), 4,4,5,5-tetramethyl-2-(3-trifluoromethyl-phenyl)-1,3,2-dioxaborolane (209.7 mg, 0.77 mmol, 5.0 eq.), sodium carbonate (49.0 mg, 0.46 mmol, 3.0 eq.), potassium acetate (45.4 mg, 0.46 mmol, 3.0 eq.), [1,1′-bis(diphenylphosphino)ferrocene]-dichloropalladium(II), complexed with dichloromethane (1:1... Isolated yield 66.9%. The reagents and catalysts are Cl[Pd]Cl.C1(=CC=CC=C1)P([C-]1C=CC=C1)C1=CC=CC=C1.[C-]1(C=CC=C1)P(C1=CC=CC=C1)C1=CC=CC=C1.[Fe+2] ([1,1′-bis(diphenylphosphino)ferrocene]-dichloropalladium(II)). The reactants are CC1=NN(C(=N1)C)C1=CC(=NC(=N1)C)[C@H]1[C@@H](C1)C(=O)OCC (ethyl trans-2-(6-(3,5-dimethyl-1H-1,2,4-triazol-1-yl)-2-methylpyrimidin-4-yl)cyclopropanecarboxylate), ClCI (chloroiodomethane), C(C)(C)[N-]C(C)C.[Li+] (LDA), [Li+].CCC[CH2-] (N-butyllithium), C(C)(C)NC(C)C (diisopropylamine). Run in C1CCOC1 (THF), CCOC(=O)C (EtOAc), C1CCOC1 (THF). Conditions: time 1 hour. Yields the product solution, C(C)(C)[N-]C(C)C.[Li+] (lithium diisopropylamide), ClCC(=O)[C@@H]1[C@H](C1)C1=NC(=NC(=C1)N1N=C(N=C1C)C)C (2-chloro-1-((1S,2S)-2-(6-(3,5-dimethyl-1H-1,2,4-triazol-1-yl)-2-methylpyrimidin-4-yl)cyclopropyl)ethanone). RXN SMILES: [Li+:1].CCC[CH2-].[CH:6]([NH:9][CH:10]([CH3:12])[CH3:11])([CH3:8])[CH3:7].C([N-]C(C)C)(C)C.[Li+].[CH3:21][C:22]1[N:26]=[C:25]([CH3:27])[N:24]([C:28]2[N:33]=[C:32]([CH3:34])[N:31]=[C:30]([C@@H:35]3[CH2:37][C@H:36]3[C:38]([O:40]CC)=O)[CH:29]=2)[N:23]=1.[Cl:43][CH2:44]I>C1COCC1.CCOC(C)=O>[CH:6]([N-:9][CH:10]([CH3:12])[CH3:11])([CH3:8])[CH3:7].[Li+:1].[Cl:43][CH2:44][C:38]([C@H:36]1[CH2:37][C@@H:35]1[C:30]1[CH:29]=[C:28]([N:24]2[C:25]([CH3:27])=[N:26][C:22]([CH3:21])=[N:23]2)[N:33]=[C:32]([CH3:34])[N:31]=1)=[O:40] |f:0.1,3.4,9.10|. Procedure: A 2 M solution of lithium diisopropylamide (LDA) was prepared by the addition of N-butyllithium (8.0 mL, 2.5 M, 20 mmol) to diisopropylamine (2.4 g, 24 mmol) in THF (2 mL) at 0° C. After stirring for 1 h, the LDA solution (6.6 mL, 13.2 mmol) was added to a flask containing 1-4 (1.0 g, 3.3 mmol) and chloroiodomethane (2.9 g, 17 mmol) in THF (33 mL) at −78° C. The mixture was stirred at −78° C. for 2 h then warmed to room temperature and diluted with EtOAc (30 mL). The solution was washed with sat... The reactants are N1=CC(=CC=C1)CO (3-pyridinemethanol), [H-].[Na+] (sodium hydride), COC(C1=C(C=C(C=C1)CBr)C1=CC=CC=C1)=O (2-phenyl-4-bromomethylbenzoic acid methyl ester), [Br-] (bromide). Solvent: CN(C)C=O (DMF), CN(C)C=O (DMF). Product: COC(C1=C(C=C(C=C1)COCC=1C=NC=CC1)C1=CC=CC=C1)=O (4-(3-pyridylmethyloxymethyl)-2-phenylbenzoic acid methyl ester). As a reaction SMILES: [N:1]1[CH:6]=[CH:5][CH:4]=[C:3]([CH2:7][OH:8])[CH:2]=1.[H-].[Na+].[CH3:11][O:12][C:13](=[O:28])[C:14]1[CH:19]=[CH:18][C:17]([CH2:20]Br)=[CH:16][C:15]=1[C:22]1[CH:27]=[CH:26][CH:25]=[CH:24][CH:23]=1.[Br-]>CN(C=O)C>[CH3:11][O:12][C:13](=[O:28])[C:14]1[CH:19]=[CH:18][C:17]([CH2:20][O:8][CH2:7][C:3]2[CH:2]=[N:1][CH:6]=[CH:5][CH:4]=2)=[CH:16][C:15]=1[C:22]1[CH:23]=[CH:24][CH:25]=[CH:26][CH:27]=1 |f:1.2|. Procedure details: To a solution in DMF of 3-pyridinemethanol (0.59 mL) was added sodium hydride (60% in mineral oil, 0.19 g), and the mixture was stirred until gas evolution ceased. A solution of 2-phenyl-4-bromomethylbenzoic acid methyl ester (0.98 g) in DMF was then added and the reaction mixture was stirred until the bromide was consumed. The reaction mixture was partitioned between ethyl acetate and water. The organic phase was washed with brine, dried, and concentrated. The residue was purified by chromatogr... The reactants are C(=O)(OC(C)(C)C)N1CC(C1)C(=O)O (Boc-azetidine-3-carboxylic acid), C1=CN(C=N1)C(=O)N2C=CN=C2 (CDI), ON=C(N)C=1C=CC(=C(C1)NC(=O)C1=CN=C2N1C=CC=C2)C (N-(5-(N′-hydroxycarbamimidoyl)-2-methylphenyl)imidazo[1,2-a]pyridine-3-carboxamide). The solvent is CN1CCCC1=O (NMP). Run at temperature 120 celsius, time 2 minute. Yields the product N=1C=C(N2C1C=CC=C2)C(=O)NC=2C=C(C=CC2C)C2=NOC(=N2)C2CN(C2)C(=O)OC(C)(C)C (tert-butyl 3-(3-(3-(imidazo[1,2-a]pyridine-3-carboxamido)-4-methylphenyl)-1,2,4-oxadiazol-5-yl)azetidine-1-carboxylate). Reaction SMILES: [C:1]([N:8]1[CH2:11][CH:10]([C:12]([OH:14])=O)[CH2:9]1)([O:3][C:4]([CH3:7])([CH3:6])[CH3:5])=[O:2].C1N=CN(C(N2C=NC=C2)=O)C=1.O[N:28]=[C:29]([C:31]1[CH:32]=[CH:33][C:34]([CH3:49])=[C:35]([NH:37][C:38]([C:40]2[N:44]3[CH:45]=[CH:46][CH:47]=[CH:48][C:43]3=[N:42][CH:41]=2)=[O:39])[CH:36]=1)[NH2:30]>CN1C(=O)CCC1>[N:42]1[CH:41]=[C:40]([C:38]([NH:37][C:35]2[CH:36]=[C:31]([C:29]3[N:28]=[C:12]([CH:10]4[CH2:9][N:8]([C:1]([O:3][C:4]([CH3:5])([CH3:6])[CH3:7])=[O:2])[CH2:11]4)[O:14][N:30]=3)[CH:32]=[CH:33][C:34]=2[CH3:49])=[O:39])[N:44]2[CH:45]=[CH:46][CH:47]=[CH:48][C:43]=12. Procedure details: To a stirring solution of Boc-azetidine-3-carboxylic acid (162 mg, 0.8 mmol) in anhydrous NMP (4 mL) was added CDI (131 mg, 0.8 mmol). The reaction was stirred for 2 minutes. N-(5-(N′-hydroxycarbamimidoyl)-2-methylphenyl)imidazo[1,2-a]pyridine-3-carboxamide (9) (250 mg, 0.8 mmol) was added and the reaction was stirred for 15 minutes, then heated via microwave at 120° C. for 15 minutes. The crude was purified by reverse phase HPLC to afford tert-butyl 3-(3-(3-(imidazo[1,2-a]pyridine-3-carboxamido... Reactants: [C-]#N, [C-]#N, CCOC(=O)c1cc(S(=O)(=O)N(C)C)c(I)cc1OCC, CN(C)C=O, O, [Zn+2], c1ccc(P(c2ccccc2)(c2ccccc2)[Pd](P(c2ccccc2)(c2ccccc2)c2ccccc2)(P(c2ccccc2)(c2ccccc2)c2ccccc2)P(c2ccccc2)(c2ccccc2)c2ccccc2)cc1. The product is CCOC(=O)c1cc(S(=O)(=O)N(C)C)c(C#N)cc1OCC. RXN SMILES: [C-:27]#[N:28].[C-:30]#[N:31].[CH3:1][N:2]([S:3](=[O:4])(=[O:5])[c:6]1[c:7]([I:20])[cH:8][c:9]([O:17][CH2:18][CH3:19])[c:10]([C:11](=[O:12])[O:13][CH2:14][CH3:15])[cH:16]1)[CH3:21].[CH3:22][N:23]([CH3:24])[CH:25]=[O:26].[OH2:109].[Zn+2:29].[cH:32]1[cH:33][cH:34][c:35]([P:36]([Pd:37]([P:38]([c:39]2[cH:40][cH:41][cH:42][cH:43][cH:44]2)([c:45]2[cH:46][cH:47][cH:48][cH:49][cH:50]2)[c:51]2[cH:52][cH:53][cH:54][cH:55][cH:56]2)([P:57]([c:58]2[cH:59][cH:60][cH:61][cH:62][cH:63]2)([c:64]2[cH:65][cH:66][cH:67][cH:68][cH:69]2)[c:70]2[cH:71][cH:72][cH:73][cH:74][cH:75]2)[P:76]([c:77]2[cH:78][cH:79][cH:80][cH:81][cH:82]2)([c:83]2[cH:84][cH:85][cH:86][cH:87][cH:88]2)[c:89]2[cH:90][cH:91][cH:92][cH:93][cH:94]2)([c:95]2[cH:96][cH:97][cH:98][cH:99][cH:100]2)[c:101]2[cH:102][cH:103][cH:104][cH:105][cH:106]2)[cH:107][cH:108]1>>[CH3:1][N:2]([S:3](=[O:4])(=[O:5])[c:6]1[c:7]([C:22]#[N:23])[cH:8][c:9]([O:17][CH2:18][CH3:19])[c:10]([C:11](=[O:12])[O:13][CH2:14][CH3:15])[cH:16]1)[CH3:21]. Reactants: CCO, Cn1c(-c2ccncc2)n[nH]c1=S, CI, [Na+], [OH-]. Product: CSc1nnc(-c2ccncc2)n1C. RXN SMILES: [CH3:18][CH2:19][OH:20].[CH3:1][n:2]1[c:3](=[S:13])[nH:4][n:5][c:6]1-[c:7]1[cH:8][cH:9][n:10][cH:11][cH:12]1.[I:14][CH3:15].[Na+:17].[OH-:16]>>[CH3:1][n:2]1[c:3]([S:13][CH3:15])[n:4][n:5][c:6]1-[c:7]1[cH:8][cH:9][n:10][cH:11][cH:12]1. Starting materials: C(C)(=O)Cl (Acetylchloride), C1(=CC=CC=C1)SCCO (β-phenylthioethyl-alcohol). Run in N1=CC=CC=C1 (pyridine). Yields the product C(C)(=O)OCCSC1=CC=CC=C1 (β-phenylthioethyl acetate). RXN SMILES: [C:1](Cl)(=[O:3])[CH3:2].[C:5]1([S:11][CH2:12][CH2:13][OH:14])[CH:10]=[CH:9][CH:8]=[CH:7][CH:6]=1>N1C=CC=CC=1>[C:1]([O:14][CH2:13][CH2:12][S:11][C:5]1[CH:10]=[CH:9][CH:8]=[CH:7][CH:6]=1)(=[O:3])[CH3:2]. Procedure: Acetylchloride (7.9g), β-phenylthioethyl-alcohol (15.4g) and pyridine (9.5g) were treated according to Example 1. On fractionation, a fraction (17.5g), b.p. 76.0°-77.0° C./0.04mmHg, of β-phenylthioethyl acetate was obtained.